This data is from the Open Reaction Database (ORD), a public repository of structured organic reaction records. The task is: describe an organic reaction: reactants, conditions, products, and yield The reactants are C(CNCC(=O)OCC=C)(=O)OCC=C (Diallyl 3-Azaglutarate), C1(CCC(=O)O1)=O (succinic anhydride), 4-di(methylamino)pyridine. Solvent: C(Cl)(Cl)Cl (CHCl3). Run at time 24 hour. Product: C(C=C)OC(=O)CN(C(=O)CCC(=O)O)CC(=O)OCC=C (3-(Bis(((allyloxy)carbonyl)methyl)carbamoyl)propanoic acid). Yield: 51.0%. RXN SMILES: [C:1]([O:12][CH2:13][CH:14]=[CH2:15])(=[O:11])[CH2:2][NH:3][CH2:4][C:5]([O:7][CH2:8][CH:9]=[CH2:10])=[O:6].[C:16]1(=[O:22])[O:21][C:19](=[O:20])[CH2:18][CH2:17]1>C(Cl)(Cl)Cl>[CH2:13]([O:12][C:1]([CH2:2][N:3]([CH2:4][C:5]([O:7][CH2:8][CH:9]=[CH2:10])=[O:6])[C:16]([CH2:17][CH2:18][C:19]([OH:21])=[O:20])=[O:22])=[O:11])[CH:14]=[CH2:15]. Procedure details: Compound 9 (4.0 g, 10.39 mmol), succinic anhydride (1.04 g, 10.39 mmol), and 4-di(methylamino)pyridine (1.90 g, 15.59 mmol) were dissolved in CHCl3 (30 mL) and stirred for 24 h. The solvent was evaporated in vacuo and the crude material was purified by silica gel chromatography (40-80% EtOAc in hexanes) to give the compound 10 (1.66 g, 51%). 1H NMR (400 MHz, CDCl3) δ 2.64 (t, J=5.8, 2H), 2.70 (t, J=5.8, 2H), 4.21 (d, J=6.2, 4H), 4.61 (d, J=6.2, 2H), 4.65 (d, J=6.2, 2H), 5.22-5.35 (m, 4H), 5.89 (... Reactants: CC1(OC(=CC1=O)C1=CC=C(C=C1)SC)C (2,2-dimethyl-5-{4-(methylthio)phenyl}-3(2H)-furanone), C(C)(=O)O (acetic acid), BrBr (bromine). Run in C(Cl)(Cl)(Cl)Cl (carbon tetrachloride). Reaction conditions: time 1 hour. Yields the product BrC=1C(C(OC1C1=CC=C(C=C1)SC)(C)C)=O (4-bromo-2,2-dimethyl-5-{4-(methylthio)phenyl}-3(2H)-furanone). As a reaction SMILES: [CH3:1][C:2]1([CH3:16])[C:6](=[O:7])[CH:5]=[C:4]([C:8]2[CH:13]=[CH:12][C:11]([S:14][CH3:15])=[CH:10][CH:9]=2)[O:3]1.C(O)(=O)C.[Br:21]Br>C(Cl)(Cl)(Cl)Cl>[Br:21][C:5]1[C:6](=[O:7])[C:2]([CH3:16])([CH3:1])[O:3][C:4]=1[C:8]1[CH:13]=[CH:12][C:11]([S:14][CH3:15])=[CH:10][CH:9]=1. Reported procedure: To a stirred solution of 2,2-dimethyl-5-{4-(methylthio)phenyl}-3(2H)-furanone (45 mg) in 20 ml carbon tetrachloride, were added acetic acid (0.5 ml) and bromine (0.1 ml). The reaction solution was stirred at room temperature for one hour. Then the reaction was quenched by adding 20 ml of saturated aqueous sodium thiosulfate solution to the reaction solution. After removing the carbon tetrachloride in vacuo, the resulting aqueous layer was extracted with dichloromethane (50 ml×3) and the organic ... Starting materials: C(#N)C1=CC=C(N)C=C1 (p-cyanoaniline), ClC1=C(C=NC=C1)[N+](=O)[O-] (4-chloro-3-nitropyridine), C(C)O (ethanol), ice. Reaction conditions: time 18 hour. Yields the product C(#N)C1=CC=C(C=C1)N1CC(=C(C=C1)N)[N+](=O)[O-] (N-(4-cyanophenyl)-4-amino-3-nitropyridine). As a reaction SMILES: [C:1]([C:3]1[CH:9]=[CH:8][C:6]([NH2:7])=[CH:5][CH:4]=1)#[N:2].Cl[C:11]1C=C[N:14]=[CH:13][C:12]=1[N+:17]([O-:19])=[O:18].[CH2:20](O)[CH3:21]>>[C:1]([C:3]1[CH:9]=[CH:8][C:6]([N:7]2[CH:21]=[CH:20][C:13]([NH2:14])=[C:12]([N+:17]([O-:19])=[O:18])[CH2:11]2)=[CH:5][CH:4]=1)#[N:2]. Procedure: According to the method of J. C. S. Perkin Trans. I, 1979, 135, p-cyanoaniline (6.894 g, 58.4 mmol) was added to a solution of 4-chloro-3-nitropyridine (9.26 g, 58.4 mmol) in ethanol (200 ml) and the mixture was stirred at room temperature for 18 hours. The resulting yellow suspension was poured into 500 ml of ice-cold dilute ammonia and filtered. The solid was treated with 150 ml of boiling ethanol, cooled in ice, and filtered to give N-(4-cyanophenyl)-4-amino-3-nitropyridine, 12.15 g, as a bri... The reactants are C([O-])([O-])=O.[K+].[K+] (potassium carbonate), C(C#C)OC(=O)NC=1C=C(C=CC1)OC(=O)Cl (chloroformic acid-3-(2-propinyl-oxycarbonylamino)-phenylester), C(C(C)C)NC1=CC=C(C=C1)C (N-isobutyl-p-toluidine). Run in O (water), C(C)OC(C)=O (acetic acid ethylester), C(C)OC(C)=O (acetic acid ethylester). Reaction conditions: temperature 15 celsius. The product is C(C#C)OC(=O)NC=1C=C(C=CC1)OC(N(C1=CC=C(C=C1)C)CC(C)C)=O (N-isobutyl-4-methylcarbanilic acid-[3-(2-propinyloxycarbonylamino)-phenyl]-ester). RXN SMILES: [CH2:1]([O:4][C:5]([NH:7][C:8]1[CH:9]=[C:10]([O:14][C:15](Cl)=[O:16])[CH:11]=[CH:12][CH:13]=1)=[O:6])[C:2]#[CH:3].[CH2:18]([NH:22][C:23]1[CH:28]=[CH:27][C:26]([CH3:29])=[CH:25][CH:24]=1)[CH:19]([CH3:21])[CH3:20].C(=O)([O-])[O-].[K+].[K+]>C(OC(=O)C)C.O>[CH2:1]([O:4][C:5]([NH:7][C:8]1[CH:9]=[C:10]([O:14][C:15](=[O:16])[N:22]([CH2:18][CH:19]([CH3:21])[CH3:20])[C:23]2[CH:28]=[CH:27][C:26]([CH3:29])=[CH:25][CH:24]=2)[CH:11]=[CH:12][CH:13]=1)=[O:6])[C:2]#[CH:3] |f:2.3.4|. Procedure details: A solution of 25.4 g (0.1 mol) of chloroformic acid-3-(2-propinyl-oxycarbonylamino)-phenylester in 100 ml acetic acid ethylester is added within a period of 20 minutes to a solution of 16.3 g (0.1 mol) of N-isobutyl-p-toluidine in 50 ml acetic acid ethylester. Simultaneously a solution of 13.8 g (0.1 mol) of potassium carbonate in 50 ml water is added dropwise while stirring and cooling to 15° C. temperature. Thereafter, the solution is further stirred at 15° C. for 30 minutes. The organic phase... Reactants: COC=1C=CC=C2C(=NC(=NC12)Cl)Cl (8-Methoxy-2,4-dichloroquinazoline), CNC1=CC=CC=C1 (N-methyl aniline). The solvent is O1CCCC1 (tetrahydrofuran). The product is CN(C1=NC2=C(C=CC=C2C(=N1)N(C)C1=CC=CC=C1)OC)C1=CC=CC=C1 (2,4-bis-(N-methylphenylamino)-8-methoxyquinazoline). The yield is 15.0%. RXN SMILES: [CH3:1][O:2][C:3]1[CH:4]=[CH:5][CH:6]=[C:7]2[C:12]=1[N:11]=[C:10](Cl)[N:9]=[C:8]2Cl.[CH3:15][NH:16][C:17]1[CH:22]=[CH:21][CH:20]=[CH:19][CH:18]=1>O1CCCC1>[CH3:15][N:16]([C:17]1[CH:22]=[CH:21][CH:20]=[CH:19][CH:18]=1)[C:10]1[N:9]=[C:8]([N:11]([C:12]2[CH:7]=[CH:6][CH:5]=[CH:4][CH:3]=2)[CH3:10])[C:7]2[C:12](=[C:3]([O:2][CH3:1])[CH:4]=[CH:5][CH:6]=2)[N:11]=1. Procedure details: 8-Methoxy-2,4-dichloroquinazoline (1.5 g, 0.007 mol) was heated under reflux in a solution of N-methyl aniline (1.43 m), 0.014 mol) in tetrahydrofuran (50 ml) for 16 hours precipitating a solid, which was collected and crystallised from ethanol/water to give 2,4-bis-(N-methylphenylamino)-8-methoxyquinazoline (0.37 g, 15%), m.p. 169°-170°.